Dataset: the Open Reaction Database (ORD), a public repository of structured organic reaction records. Task: describe an organic reaction: reactants, conditions, products, and yield The reactants are B(F)(F)F.CCOCC (boron trifluoride diethyl etherate), FC=1C=NC=C(C=O)C1 (5-fluoronicotinaldehyde), C(C)(C)OC1=C(C=C(C(=O)N2CCC(CC2)=CC(C)=O)C=C1)C (1-[1-(4-isopropoxy-3-methyl-benzoyl)-4-piperidylidene]propan-2-one). Solvent: ClCCl (dichloromethane). Reaction conditions: temperature -78 celsius, time 5 minute. Yields the product FC=1C=C(C=NC1)C(CC(C=C1CCN(CC1)C(C1=CC(=C(C=C1)OC(C)C)C)=O)=O)O (4-(5-fluoro-3-pyridyl)-4-hydroxy-1-[1-(4-isopropoxy-3-methyl-benzoyl)-4-piperidylidene]butan-2-one). RXN SMILES: [F:1][C:2]1[CH:3]=[N:4][CH:5]=[C:6]([CH:9]=1)[CH:7]=[O:8].B(F)(F)F.CCOCC.[CH:19]([O:22][C:23]1[CH:40]=[CH:39][C:26]([C:27]([N:29]2[CH2:34][CH2:33][C:32](=[CH:35][C:36](=[O:38])[CH3:37])[CH2:31][CH2:30]2)=[O:28])=[CH:25][C:24]=1[CH3:41])([CH3:21])[CH3:20]>ClCCl>[F:1][C:2]1[CH:9]=[C:6]([CH:7]([OH:8])[CH2:37][C:36](=[O:38])[CH:35]=[C:32]2[CH2:33][CH2:34][N:29]([C:27](=[O:28])[C:26]3[CH:39]=[CH:40][C:23]([O:22][CH:19]([CH3:21])[CH3:20])=[C:24]([CH3:41])[CH:25]=3)[CH2:30][CH2:31]2)[CH:5]=[N:4][CH:3]=1 |f:1.2|. Procedure: A solution of 5-fluoronicotinaldehyde (51 mg, 0.41 mmol) in dichloromethane (1.7 mL) was cooled to −78° C. and boron trifluoride diethyl etherate (164 μL, 0.82 mmol) was added. The mixture was stirred at −78° C. for 5 min. The solution from step 1 was added. The mixture was stirred at −78° C. for 5 min, quenched with a buffer solution of pH=7. The aqueous layer was extracted with dichloromethane (3×50 mL). The combined organic layers were dried over magnesium sulfate, filtered, and concentrated ... The reactants are O=S(=O)(Cl)c1ccc(Br)cc1OC(F)(F)F, CN(C)c1nc(NC2CCC(CNC(=O)OC(C)(C)C)CC2)nc2ccccc12, CCOC(C)=O, CCN(C(C)C)C(C)C, ClCCl, Cl. Yields the product CN(C)c1nc(NC2CCC(CNS(=O)(=O)c3ccc(Br)cc3OC(F)(F)F)CC2)nc2ccccc12. As a reaction SMILES: [Br:40][c:41]1[cH:42][c:43]([O:51][C:52]([F:53])([F:54])[F:55])[c:44]([S:47](=[O:48])(=[O:49])[Cl:50])[cH:45][cH:46]1.[C:1]([O:2][C:3](=[O:4])[NH:7][CH2:8][CH:9]1[CH2:10][CH2:11][CH:12]([NH:15][c:16]2[n:17][c:18]3[cH:19][cH:20][cH:21][cH:22][c:23]3[c:24]([N:26]([CH3:27])[CH3:28])[n:25]2)[CH2:13][CH2:14]1)([CH3:5])([CH3:6])[CH3:29].[CH3:56][CH2:57][O:58][C:59]([CH3:60])=[O:61].[CH:31]([N:32]([CH:33]([CH3:34])[CH3:35])[CH2:36][CH3:37])([CH3:38])[CH3:39].[Cl:62][CH2:63][Cl:64].[ClH:30]>>[NH:7]([CH2:8][CH:9]1[CH2:10][CH2:11][CH:12]([NH:15][c:16]2[n:17][c:18]3[cH:19][cH:20][cH:21][cH:22][c:23]3[c:24]([N:26]([CH3:27])[CH3:28])[n:25]2)[CH2:13][CH2:14]1)[S:47]([c:44]1[c:43]([O:51][C:52]([F:53])([F:54])[F:55])[cH:42][c:41]([Br:40])[cH:46][cH:45]1)(=[O:48])=[O:49]. The reactants are ClC(=O)OCC(CCCC)CC (2-ethylhexyl chloroformate), C(CCC)OC(=O)C=1C(=NC(NC1C)C)C1=C(C=CC=C1)Cl (5-(n-butyloxycarbonyl)-4-(2-chlorophenyl)-2,6-dimethyl-dihydropyrimidine), [H-].[Na+] (sodium hydride). Run in O1CCCC1 (tetrahydrofuran), ice water, O1CCCC1 (tetrahydrofuran), O1CCCC1 (tetrahydrofuran). Run at time 20 minute. The product is C(CCC)OC(=O)C=1C(N(C(=NC1C)C)C(=O)OCC(CCCC)CC)C1=C(C=CC=C1)Cl (5-(n-Butyloxycarbonyl)-4-(2-chlorophenyl)-3-(2-ethylhexyloxycarbonyl)-2,6-dimethyl-3,4-dihydropyrimidine). The yield is 96.1%. RXN SMILES: [CH2:1]([O:5][C:6]([C:8]1[C:9]([C:16]2[CH:21]=[CH:20][CH:19]=[CH:18][C:17]=2[Cl:22])=[N:10][CH:11]([CH3:15])[NH:12][C:13]=1[CH3:14])=[O:7])[CH2:2][CH2:3][CH3:4].[H-].[Na+].Cl[C:26]([O:28][CH2:29][CH:30]([CH2:35][CH3:36])[CH2:31][CH2:32][CH2:33][CH3:34])=[O:27]>O1CCCC1>[CH2:1]([O:5][C:6]([C:8]1[CH:9]([C:16]2[CH:21]=[CH:20][CH:19]=[CH:18][C:17]=2[Cl:22])[N:10]([C:26]([O:28][CH2:29][CH:30]([CH2:35][CH3:36])[CH2:31][CH2:32][CH2:33][CH3:34])=[O:27])[C:11]([CH3:15])=[N:12][C:13]=1[CH3:14])=[O:7])[CH2:2][CH2:3][CH3:4] |f:1.2|. Reported procedure: A solution of 1.4 g of 5-(n-butyloxycarbonyl)-4-(2-chlorophenyl)-2,6-dimethyl-dihydropyrimidine in 10 ml of tetrahydrofuran was added at room temperature to a suspension of 1 g of sodium hydride (as 50% suspension) in 5 ml of tetrahydrofuran. After 20 minutes, a solution of 1 g of 2-ethylhexyl chloroformate in 5 ml of tetrahydrofuran was added dropwise and after 30 minutes the reaction solution was diluted with ice water and extracted three times with ether. The organic layer was washed twice wi... The reactants are CC=1NC2=CC=CC=C2C1 (2-methyl indole), ClC1=NS(C2=C1C=CC(=C2)F)(=O)=O (3-Chloro-6-fluoro-benzo[d]isothiazole 1,1-dioxide). Product: FC1=CC2=C(C(=NS2(=O)=O)C2=C(NC3=CC=CC=C23)C)C=C1 (6-Fluoro-3-(2-methyl-1H-indol-3-yl)-benzo[d]isothiazole 1,1-dioxide). RXN SMILES: [CH3:1][C:2]1[NH:3][C:4]2[C:9]([CH:10]=1)=[CH:8][CH:7]=[CH:6][CH:5]=2.Cl[C:12]1[C:16]2[CH:17]=[CH:18][C:19]([F:21])=[CH:20][C:15]=2[S:14](=[O:23])(=[O:22])[N:13]=1>>[F:21][C:19]1[CH:18]=[CH:17][C:16]2[C:12]([C:10]3[C:9]4[C:4](=[CH:5][CH:6]=[CH:7][CH:8]=4)[NH:3][C:2]=3[CH3:1])=[N:13][S:14](=[O:23])(=[O:22])[C:15]=2[CH:20]=1. Procedure: The sub-title compound was prepared as described for example 1, step b) using 2-methyl indole and the product from step b). The product did not crystallize upon quenching, and was instead purified by partitioning between DCM and water. Solvent: O1CCOCC1 (dioxane). RXN SMILES: [NH2:1][C:2]1[C:11]([F:12])=[C:10](F)[C:9]([F:14])=[C:8]2[C:3]=1[C:4](=[O:21])[C:5]([C:18]([OH:20])=[O:19])=[CH:6][N:7]2[CH:15]1[CH2:17][CH2:16]1.[NH:22]1[CH2:27][CH2:26][NH:25][CH2:24][CH2:23]1>O1CCOCC1>[NH2:1][C:2]1[C:11]([F:12])=[C:10]([N:22]2[CH2:27][CH2:26][NH:25][CH2:24][CH2:23]2)[C:9]([F:14])=[C:8]2[C:3]=1[C:4](=[O:21])[C:5]([C:18]([OH:20])=[O:19])=[CH:6][N:7]2[CH:15]1[CH2:17][CH2:16]1. Yields the product NC1=C2C(C(=CN(C2=C(C(=C1F)N1CCNCC1)F)C1CC1)C(=O)O)=O (5-amino-1-cyclopropyl-6,8-difluoro-7-(1-piperazinyl)-1,4-dihydro-4-oxoquinoline-3-carboxylic acid). Procedure: In the same manner as described in Example 1 (1), a mixture of 5-amino-1-cyclopropyl-6,7,8-trifluoro-1,4-dihydro-4-oxoquinoline-3-carboxylic acid, piperazine, and dioxane was refluxed for 5 hours to give 5-amino-1-cyclopropyl-6,8-difluoro-7-(1-piperazinyl)-1,4-dihydro-4-oxoquinoline-3-carboxylic acid, m.p. 263°-264° C. Reactants: NC1=C2C(C(=CN(C2=C(C(=C1F)F)F)C1CC1)C(=O)O)=O (5-amino-1-cyclopropyl-6,7,8-trifluoro-1,4-dihydro-4-oxoquinoline-3-carboxylic acid), N1CCNCC1 (piperazine), Example 1 ( 1 ).